This data is from the Open Reaction Database (ORD), a public repository of structured organic reaction records. The task is: describe an organic reaction: reactants, conditions, products, and yield Starting materials: CCN1CC(O)C(N(C)C(=O)c2ccc([N+](=O)[O-])cc2)C1, CCO, [H][H], O=[Pt]. The product is CCN1CC(O)C(N(C)C(=O)c2ccc(N)cc2)C1. Reaction SMILES: [CH2:1]([CH3:2])[N:3]1[CH2:4][CH:5]([N:9]([C:10]([c:11]2[cH:12][cH:13][c:14]([N+:17]([O-:18])=[O:19])[cH:15][cH:16]2)=[O:20])[CH3:21])[CH:6]([OH:8])[CH2:7]1.[CH3:24][CH2:25][OH:26].[H:22][H:23].[Pt:27]=[O:28]>>[CH2:1]([CH3:2])[N:3]1[CH2:4][CH:5]([N:9]([C:10]([c:11]2[cH:12][cH:13][c:14]([NH2:17])[cH:15][cH:16]2)=[O:20])[CH3:21])[CH:6]([OH:8])[CH2:7]1. Starting materials: CC1(C)NC(=O)N(c2ccc(C#N)c(C(F)(F)F)c2)C1=O, CCOCC, ClCCCOC1CCCCO1, [H-], [I-], [Na+], [Na+], CN(C)C=O. The product is CC1(C)C(=O)N(c2ccc(C#N)c(C(F)(F)F)c2)C(=O)N1CCCOC1CCCO1. Reaction SMILES: [CH3:1][C:2]1([CH3:21])[NH:3][C:4](=[O:20])[N:5]([c:8]2[cH:9][c:10]([C:16]([F:17])([F:18])[F:19])[c:11]([C:12]#[N:13])[cH:14][cH:15]2)[C:6]1=[O:7].[CH3:42][CH2:43][O:44][CH2:45][CH3:46].[Cl:24][CH2:25][CH2:26][CH2:27][O:28][CH:29]1[O:30][CH2:31][CH2:32][CH2:33][CH2:34]1.[H-:22].[I-:36].[Na+:23].[Na+:35].[O:37]=[CH:38][N:39]([CH3:40])[CH3:41]>>[CH3:1][C:2]1([CH3:21])[N:3]([CH2:33][CH2:32][CH2:31][O:30][CH:29]2[O:28][CH2:27][CH2:26][CH2:34]2)[C:4](=[O:20])[N:5]([c:8]2[cH:9][c:10]([C:16]([F:17])([F:18])[F:19])[c:11]([C:12]#[N:13])[cH:14][cH:15]2)[C:6]1=[O:7]. Starting materials: COc1cccc2c1oc1c(=O)[nH]cnc12, O, O=P(Cl)(Cl)Cl. Product: COc1cccc2c1oc1c(Cl)ncnc12. RXN SMILES: [CH3:1][O:2][c:3]1[cH:4][cH:5][cH:6][c:7]2[c:8]1[o:9][c:10]1[c:11]2[n:12][cH:13][nH:14][c:15]1=[O:16].[OH2:17].[P:18]([Cl:19])([Cl:20])([Cl:21])=[O:22]>>[CH3:1][O:2][c:3]1[cH:4][cH:5][cH:6][c:7]2[c:8]1[o:9][c:10]1[c:11]2[n:12][cH:13][n:14][c:15]1[Cl:20]. Reactants: C([O-])([O-])=O.[K+].[K+] (potassium carbonate), ClC(C#N)C (2-chloropropionitrile), ClC1=CC=C(C(C=O)=C1)O (5-chlorosalicylaldehyde), C([O-])([O-])=O.[K+].[K+] (potassium carbonate), ClC(C#N)C (2-chloropropionitrile). Solvent: CC(=O)C (acetone). Product: ClC=1C=C(C=O)C(=CC1)OC(C)C#N (3-chloro-6-(1-cyanoethoxy)-benzaldehyde). As a reaction SMILES: [Cl:1][C:2]1[CH:9]=[C:6]([CH:7]=[O:8])[C:5]([OH:10])=[CH:4][CH:3]=1.C(=O)([O-])[O-].[K+].[K+].Cl[CH:18]([CH3:21])[C:19]#[N:20]>CC(C)=O>[Cl:1][C:2]1[CH:9]=[C:6]([C:5]([O:10][CH:18]([C:19]#[N:20])[CH3:21])=[CH:4][CH:3]=1)[CH:7]=[O:8] |f:1.2.3|. Procedure details: A mixture of 5-chlorosalicylaldehyde (78 g., 0.5 mole), finely powdered anhydrous potassium carbonate (103.5 g., 0.75 mole) and acetone (500 ml.) is stirred under reflux and 2-chloropropionitrile (33.6 g., 0.375 mole) is added over a period of about 5 minutes. The mixture is heated under reflux for 1.5 hours and then treated with potassium carbonate (34.5 g., 0.25 mole) followed by more 2-chloropropionitrile (11.2 g., 0.125 mole). Heating and stirring are continued for 31/2 hours, after which th...